Dataset: the Open Reaction Database (ORD), a public repository of structured organic reaction records. Task: describe an organic reaction: reactants, conditions, products, and yield Product: [N+](=O)([O-])C1=C(C(=O)N[C@@H](C(=O)O)C)C=CC(=C1)[N+](=O)[O-] ((R)-2-(2,4-Dinitrobenzamido)propanoic acid), solid. The solvent is [N+](=O)([O-])C1=C(C(=O)Cl)C=CC(=C1)[N+](=O)[O-] (2,4-dinitrobenzoyl chloride). Reported procedure: The reaction of 2,4-dinitrobenzoyl chloride (prepared from 2,4-dinitrobenzoic acid, 2 g and SOCl2, 20 mL) with D-alanine (1.04 g, 11.79 mmol) in the presence of Na2CO3 (1.24 g, 11.79 mmol) as described in intermediate 2 gave the title compound as an off-white color solid (2.18 g, 82%), mp 192-194° C. 1H NMR (400 MHz, DMSO-d6): δ 12.92 (1H, br s), 9.32 (1H, d, J=7.2 Hz), 8.83 (1H, d, J=1.6 Hz), 8.69 (1H, dd, J=8.2, 1.4 Hz), 7.93 (1H, d, J=8.4 Hz), 4.49 (1H, pentet, J=7.2 Hz), 1.44 (3H, d, J=7.2 H... Yield: 82.0%. Reaction SMILES: [NH2:1][C@@H:2]([C:4]([OH:6])=[O:5])[CH3:3].[C:7]([O-:10])([O-])=O.[Na+].[Na+].[N+:13]([C:16]1[CH:24]=[CH:23][CH:22]=[C:21]([N+:25]([O-:27])=[O:26])[C:17]=1C(O)=O)([O-:15])=[O:14]>[N+](C1C=C([N+]([O-])=O)C=CC=1C(Cl)=O)([O-])=O>[N+:13]([C:16]1[CH:17]=[C:21]([N+:25]([O-:27])=[O:26])[CH:22]=[CH:23][C:24]=1[C:7]([NH:1][C@H:2]([CH3:3])[C:4]([OH:6])=[O:5])=[O:10])([O-:15])=[O:14] |f:1.2.3|. The reactants are [N+](=O)([O-])C1=C(C(=O)O)C(=CC=C1)[N+](=O)[O-] (2,6-Dinitrobenzoic acid), N[C@H](C)C(=O)O (D-alanine), C(=O)([O-])[O-].[Na+].[Na+] (Na2CO3). Yields the product OC1CN(Cc2ccccc2)C1. Reaction SMILES: [C:6](=[O:7])([OH:8])[O-:9].[CH3:19][C:20]#[N:21].[Cl:1][CH2:2][CH:3]1[O:4][CH2:5]1.[NH2:11][CH2:12][c:13]1[cH:14][cH:15][cH:16][cH:17][cH:18]1.[Na+:10].[OH2:22]>>[CH2:2]1[CH:3]([OH:4])[CH2:5][N:11]1[CH2:12][c:13]1[cH:14][cH:15][cH:16][cH:17][cH:18]1. The reactants are O=C([O-])O, CC#N, ClCC1CO1, NCc1ccccc1, [Na+], O. The reactants are O=C([O-])[O-], C=Cc1ccccn1, N#C[K], [Na+], [Na+], O. Product: N#CCCc1ccccn1. As a reaction SMILES: [C:12](=[O:13])([O-:14])[O-:15].[CH:4](=[CH2:5])[c:6]1[n:7][cH:8][cH:9][cH:10][cH:11]1.[K:1][C:2]#[N:3].[Na+:16].[Na+:17].[OH2:18]>>[C:2](#[N:3])[CH2:5][CH2:4][c:6]1[n:7][cH:8][cH:9][cH:10][cH:11]1. Yields the product [NH3+]C(C1CC1)C(F)(F)F, [Cl-]. The reactants are CO, CC(C)(C)S(=O)NC(C1CC1)C(F)(F)F, Cl, C1COCCO1. Reaction SMILES: [CH3:23][OH:24].[CH:1]1([CH:4]([C:5]([F:6])([F:7])[F:8])[NH:9][S:10]([C:11]([CH3:12])([CH3:13])[CH3:14])=[O:15])[CH2:2][CH2:3]1.[ClH:16].[O:17]1[CH2:18][CH2:19][O:20][CH2:21][CH2:22]1>>[CH:1]1([CH:4]([C:5]([F:6])([F:7])[F:8])[NH3+:9])[CH2:2][CH2:3]1.[Cl-:16]. The reactants are CCCCOc1ccc2c(c1F)Cc1c-2ccc(C(O)CC)c1F, Cc1ccccc1, O, O=S(=O)(O)O, Cc1ccc(S(=O)(=O)O)cc1. The product is CCCCOc1ccc2c(c1F)Cc1c-2ccc(CCC)c1F. As a reaction SMILES: [CH2:17]([CH2:18][CH2:19][CH3:20])[O:21][c:22]1[c:23]([F:40])[c:24]2[c:32]([cH:33][cH:34]1)-[c:31]1[c:26]([c:27]([F:39])[c:28]([CH:35]([CH2:36][CH3:37])[OH:38])[cH:29][cH:30]1)[CH2:25]2.[CH3:42][c:43]1[cH:44][cH:45][cH:46][cH:47][cH:48]1.[OH2:41].[S:12](=[O:13])(=[O:14])([OH:15])[OH:16].[c:1]1([CH3:2])[cH:3][cH:4][c:5]([S:6]([OH:7])(=[O:8])=[O:9])[cH:10][cH:11]1>>[CH2:17]([CH2:18][CH2:19][CH3:20])[O:21][c:22]1[c:23]([F:40])[c:24]2[c:32]([cH:33][cH:34]1)-[c:31]1[c:26]([c:27]([F:39])[c:28]([CH2:35][CH2:36][CH3:37])[cH:29][cH:30]1)[CH2:25]2.